This data is from the Open Reaction Database (ORD), a public repository of structured organic reaction records. The task is: describe an organic reaction: reactants, conditions, products, and yield Starting materials: Cl (hydrochloric acid), C(=O)([O-])[O-].[K+].[K+] (K2CO3), 5-methoxysalicyl aldehyde, BrCC1=C(C(=C(C(O1)=O)C)OCOC)C (6-bromomethyl-3,5-dimethyl-4-methoxymethoxy-2H-pyran-2-one), CN(C)C=O (DMF). Reaction conditions: time 16 hour. Yields the product CC=1C(OC(=C(C1O)C)C=1OC2=C(C1)C=C(C=C2)OC)=O (3,5-dimethyl-4-hydroxy-6-(5-methoxybenzofuran-2-yl)-2H-pyran-2-one). As a reaction SMILES: [C:1]([O-:4])([O-])=O.[K+].[K+].Br[CH2:8][C:9]1[O:14][C:13](=[O:15])[C:12]([CH3:16])=[C:11]([O:17]COC)[C:10]=1[CH3:21].Cl.CN([CH:26]=[O:27])C>>[CH3:16][C:12]1[C:13](=[O:15])[O:14][C:9]([C:8]2[O:27][C:26]3[CH:13]=[CH:12][C:11]([O:4][CH3:1])=[CH:10][C:9]=3[CH:8]=2)=[C:10]([CH3:21])[C:11]=1[OH:17] |f:0.1.2|. Procedure details: K2CO3 (138 mg) was added to a solution of 5-methoxysalicyl aldehyde (152 mg) and 6-bromomethyl-3,5-dimethyl-4-methoxymethoxy-2H-pyran-2-one (277 mg) in DMF (5 ml), and the mixture was stirred at room temperature for 16 hours. A 6 N hydrochloric acid aqueous solution was slowly added to the reaction solution, and after stirring for one hour, extraction was performed with AcOEt and the organic layer was dried with MgSO4 and then filtered and concentrated. The residue was purified by silica gel col... The reactants are N[C@@H](CCSC)C(=O)O (Met), S (H2S), ClC=1C=CC(=NC1)NC(=O)C1=C(C=CC=C1)NC(=O)C1=CC=C(C=C1)C1=C(C=CC=C1)C#N (N-{2-[N-(5-chloro(2-pyridyl))carbamoyl]phenyl}[4-(2-cyanophenyl)phenyl]carboxamide), NH4OAc. The solvent is CC(=O)C (acetone), N1=CC=CC=C1 (pyridine), CCN(CC)CC (NEt3), C(C)(=O)O (acetic acid), CO (methanol). Run at time 1 day. Product: ClC=1C=CC(=NC1)NC(=O)C1=C(C=CC=C1)NC(=O)C1=CC=C(C=C1)C1=C(C=CC=C1)C(=N)N (2-[4-(N-{2-[N-(5-chloro-2-pyridyl)carbamoyl]phenyl }carbamoyl)phenyl]benzenecarboxamidine). The yield is 14.5%. RXN SMILES: S.[Cl:2][C:3]1[CH:4]=[CH:5][C:6]([NH:9][C:10]([C:12]2[CH:17]=[CH:16][CH:15]=[CH:14][C:13]=2[NH:18][C:19]([C:21]2[CH:26]=[CH:25][C:24]([C:27]3[CH:32]=[CH:31][CH:30]=[CH:29][C:28]=3[C:33]#[N:34])=[CH:23][CH:22]=2)=[O:20])=[O:11])=[N:7][CH:8]=1.[NH2:35][C@H](C(O)=O)CCSC>N1C=CC=CC=1.CCN(CC)CC.CC(C)=O.C(O)(=O)C.CO>[Cl:2][C:3]1[CH:4]=[CH:5][C:6]([NH:9][C:10]([C:12]2[CH:17]=[CH:16][CH:15]=[CH:14][C:13]=2[NH:18][C:19]([C:21]2[CH:26]=[CH:25][C:24]([C:27]3[CH:32]=[CH:31][CH:30]=[CH:29][C:28]=3[C:33]([NH2:35])=[NH:34])=[CH:23][CH:22]=2)=[O:20])=[O:11])=[N:7][CH:8]=1. Procedure details: A stream of H2S (g) was bubbled through a 0° C. solution of N-{2-[N-(5-chloro(2-pyridyl))carbamoyl]phenyl}[4-(2-cyanophenyl)phenyl]carboxamide (100 mg. 0.22 mmol, 1.0 equiv.) in 9 mL pyridine and 1 mL NEt3 until saturation. The mixture was stirred at rt for 1 day and evaporated. The resulting residue was treated with Met (94 mg, 0.663 mmol, 3.0 equiv.) in 10 mL acetone at reflux temperature for 1 hr and concentrated to dryness. The resulting residue was treated with a mixture of NH4OAc (340 mg, ...